Dataset: the Open Reaction Database (ORD), a public repository of structured organic reaction records. Task: describe an organic reaction: reactants, conditions, products, and yield Starting materials: C=CCOC(C(=O)OCC)C(O)C=C, ClCCl. Yields the product CCOC(=O)C1OCC=CC1O. Reaction SMILES: [CH2:1]([CH3:2])[O:3][C:4]([CH:5]([CH:6]([CH:7]=[CH2:8])[OH:9])[O:10][CH2:11][CH:12]=[CH2:13])=[O:14].[Cl:15][CH2:16][Cl:17]>>[CH2:1]([CH3:2])[O:3][C:4]([CH:5]1[CH:6]([OH:9])[CH:13]=[CH:12][CH2:11][O:10]1)=[O:14]. Starting materials: O=C[C@H](O)[C@@H](O)[C@H](O)[C@H](O)CO (Glucose), C1=CC(=C[N+](=C1)[C@H]2[C@@H]([C@@H]([C@H](O2)COP(=O)(O)OP(=O)(O)OC[C@@H]3[C@H]([C@H]([C@@H](O3)N4C=NC5=C4N=CN=C5N)OP(=O)(O)O)O)O)O)C(=O)N (NADP), ICC(CC(=O)OCC)=O (ethyl 4-iodoacetoacetate), [OH-].[Na+] (sodium hydroxide). Solvent: 2. Run at temperature 30 celsius, time 13 hour. Yields the product IC[C@H](CC(=O)OCC)O (ethyl (S)-4-iodo-3-hydroxybutyrate). The yield is 178.6%. Reaction SMILES: O=C[C@@H]([C@H]([C@@H]([C@@H](CO)O)O)O)O.C1C=[N+]([C@@H]2O[C@H](COP(OP(OC[C@H]3O[C@@H](N4C5N=CN=C(N)C=5N=C4)[C@H](OP(O)(O)=O)[C@@H]3O)(O)=O)(O)=O)[C@@H](O)[C@H]2O)C=C(C(N)=O)C=1.[I:61][CH2:62][C:63](=[O:70])[CH2:64][C:65]([O:67][CH2:68][CH3:69])=[O:66].[OH-].[Na+]>>[I:61][CH2:62][C@@H:63]([OH:70])[CH2:64][C:65]([O:67][CH2:68][CH3:69])=[O:66] |f:3.4|. Procedure: The recombinant E. coli HB101(pNTS1G) obtained in Example 10 was inoculated in 100 ml of a 2×YT medium sterilized in a 500 ml Sakaguchi flask, and cultured with agitation at 37° C. for 13 hours. Glucose, 0.5 g, 3.2 mg of NADP, and then 0.5 g of ethyl 4-iodoacetoacetate were added to 50 ml of the resultant culture. The culture was stirred at 30° C. while being adjusted at pH 6.5 with a 5 M sodium hydroxide solution to allow for reaction for 72 hours. After the reaction, the reaction solution was ... Starting materials: O1C[C@H](CC1)O ((S)-Tetrahydrofuran-3-ol), C1(=CC=CC=C1)P(C1=CC=CC=C1)C1=CC=CC=C1 (triphenylphosphine), N(=NC(=O)OC(C)C)C(=O)OC(C)C (diisopropyl azodicarboxylate), BrC1=C(C=C(C=C1C)O)C (4-bromo-3,5-dimethylphenol). The solvent is ClCCl (dichloromethane). Conditions: temperature 0 celsius, time 12 hour. Yields the product BrC1=C(C=C(O[C@H]2COCC2)C=C1C)C ((R)-3-(4-bromo-3,5-dimethylphenoxy)tetrahydrofuran). Yield: 73.8%. RXN SMILES: [O:1]1[CH2:5][CH2:4][C@H:3]([OH:6])[CH2:2]1.[Br:7][C:8]1[C:13]([CH3:14])=[CH:12][C:11](O)=[CH:10][C:9]=1[CH3:16].C1(P(C2C=CC=CC=2)C2C=CC=CC=2)C=CC=CC=1.N(C(OC(C)C)=O)=NC(OC(C)C)=O>ClCCl>[Br:7][C:8]1[C:13]([CH3:14])=[CH:12][C:11]([O:6][C@@H:3]2[CH2:4][CH2:5][O:1][CH2:2]2)=[CH:10][C:9]=1[CH3:16]. Reported procedure: (S)-Tetrahydrofuran-3-ol 2a (1 g, 11.35 mmol) was dissolved in 30 mL of dichloromethane, followed by addition of 4-bromo-3,5-dimethylphenol (2.28 g, 11.35 mmol). The reaction solution was cooled down to 0° C., followed by addition of triphenylphosphine (3.57 g, 13.62 mmol) and diisopropyl azodicarboxylate (2.75 g, 13.62 mmol) successively. The reaction solution was warmed up to room temperature and stirred for 12 hours. The resulting solution was concentrated under reduced pressure and the resid... Starting materials: CC(C)(C)OC(=O)c1ccc(-c2ccccc2)cc1NC(=O)c1cc(N2CCC(O[Si](C)(C)C(C)(C)C)CC2)ccc1OCc1ccccc1, CCCC[N+](CCCC)(CCCC)CCCC, ClC(Cl)Cl, [F-], C1CCOC1, C1CCOC1, O. Yields the product CC(C)(C)OC(=O)c1ccc(-c2ccccc2)cc1NC(=O)c1cc(N2CCC(O)CC2)ccc1OCc1ccccc1. Reaction SMILES: [CH2:29]([c:30]1[cH:31][cH:32][cH:33][cH:34][cH:35]1)[O:36][c:37]1[c:38]([C:39](=[O:40])[NH:41][c:42]2[c:43]([C:44](=[O:45])[O:46][C:47]([CH3:48])([CH3:49])[CH3:50])[cH:51][cH:52][c:53](-[c:55]3[cH:56][cH:57][cH:58][cH:59][cH:60]3)[cH:54]2)[cH:61][c:62]([N:65]2[CH2:66][CH2:67][CH:68]([O:71][Si:72]([C:73]([CH3:74])([CH3:75])[CH3:76])([CH3:77])[CH3:78])[CH2:69][CH2:70]2)[cH:63][cH:64]1.[CH2:7]([N+:8]([CH2:9][CH2:10][CH2:11][CH3:12])([CH2:13][CH2:14][CH2:15][CH3:16])[CH2:17][CH2:18][CH2:19][CH3:20])[CH2:21][CH2:22][CH3:23].[CH:80]([Cl:81])([Cl:82])[Cl:83].[F-:6].[O:1]1[CH2:2][CH2:3][CH2:4][CH2:5]1.[O:24]1[CH2:25][CH2:26][CH2:27][CH2:28]1.[OH2:79]>>[CH2:29]([c:30]1[cH:31][cH:32][cH:33][cH:34][cH:35]1)[O:36][c:37]1[c:38]([C:39](=[O:40])[NH:41][c:42]2[c:43]([C:44](=[O:45])[O:46][C:47]([CH3:48])([CH3:49])[CH3:50])[cH:51][cH:52][c:53](-[c:55]3[cH:56][cH:57][cH:58][cH:59][cH:60]3)[cH:54]2)[cH:61][c:62]([N:65]2[CH2:66][CH2:67][CH:68]([OH:71])[CH2:69][CH2:70]2)[cH:63][cH:64]1. Reactants: C(\C=C/C(=O)O)(=O)O (maleic acid), CN[C@@H]1[C@]2(C)[C@@H](C[C@@H]1O)[C@@H]1CC[C@H]3C[C@H](CC[C@]3(C)[C@H]1CC2)O (17β-methylamino-5α-androstane-3β,16β-diol). Solvent: C(C)O (ethanol), CO (methanol). The product is C(\C=C/C(=O)O)(=O)O.CN[C@@H]1[C@]2(C)[C@@H](C[C@@H]1O)[C@@H]1CC[C@H]3C[C@H](CC[C@]3(C)[C@H]1CC2)O (17β-methylamino-5α-androstane-3β,16β-diol (Z)-2-butenedioate). Yield: 76.9%. RXN SMILES: [C:1]([OH:8])(=[O:7])/[CH:2]=[CH:3]\[C:4]([OH:6])=[O:5].[CH3:9][NH:10][C@H:11]1[C@@H:16]([OH:17])[CH2:15][C@H:14]2[C@H:18]3[C@H:28]([CH2:29][CH2:30][C@:12]12[CH3:13])[C@:26]1([CH3:27])[C@H:21]([CH2:22][C@@H:23]([OH:31])[CH2:24][CH2:25]1)[CH2:20][CH2:19]3>C(O)C.CO>[C:1]([OH:8])(=[O:7])/[CH:2]=[CH:3]\[C:4]([OH:6])=[O:5].[CH3:9][NH:10][C@H:11]1[C@@H:16]([OH:17])[CH2:15][C@H:14]2[C@H:18]3[C@H:28]([CH2:29][CH2:30][C@:12]12[CH3:13])[C@:26]1([CH3:27])[C@H:21]([CH2:22][C@@H:23]([OH:31])[CH2:24][CH2:25]1)[CH2:20][CH2:19]3 |f:4.5|. Reported procedure: A solution of maleic acid (1.1 g) in ethanol (30 ml) was added to a solution of 17β-methylamino-5α-androstane-3β,16β-diol (3.05 g) in methanol (600 ml) and the solution was concentrated, treated with charcoal, and filtered. The filtrate was evaporated to give a froth (3.9 g), which crystallised from acetone to give 17β-methylamino-5α-androstane-3β,16β-diol (Z)-2-butenedioate (1:1) (salt) (3.19 g), m.p. 126°-129° C. and 184°-187° C., [α]D +21.2° (c 1.05 in MeOH). Starting materials: O1CC(CC1)=NS(=O)C(C)(C)C (N-(Dihydrofuran-3(2H)-ylidene)-2-methylpropane-2-sulfinamide), [Si](C)(C)(C)C#N (TMSCN), Ti(OEt)4. Run in C(Cl)Cl (DCM). Conditions: time 12 hour. Product: C(#N)C1(COCC1)NS(=O)C(C)(C)C (N-(3-Cyanotetrahydrofuran-3-yl)-2-methylpropane-2-sulfinamide). Isolated yield 47.0%. As a reaction SMILES: [O:1]1[CH2:5][CH2:4][C:3](=[N:6][S:7]([C:9]([CH3:12])([CH3:11])[CH3:10])=[O:8])[CH2:2]1.[Si]([C:17]#[N:18])(C)(C)C>C(Cl)Cl>[C:17]([C:3]1([NH:6][S:7]([C:9]([CH3:12])([CH3:11])[CH3:10])=[O:8])[CH2:4][CH2:5][O:1][CH2:2]1)#[N:18]. Procedure: To a solution of Intermediate 334A (300 mg, 1.585 mmol) in DCM (10 mL) at RT was added TMSCN (198 μL, 1.477 mmol) dropwise, followed by Ti(OEt)4 (318 μL, 1.426 mmol). The resulting solution was stirred for 12 h. The reaction was quenched by pouring it into a vigorously stirred saturated aq. solution of NaHCO3 (20 mL). The precipitate was filtered off and the aqueous layer was extracted with EtOAc. The combined organic layers were dried over sodium sulfate, filtered and concentrated. The crude co... As a reaction SMILES: [F:1][C:2]1[CH:3]=[C:4]2[C:9](=[CH:10][CH:11]=1)[CH:8]=[N:7][C:6]([NH:12][C:13](=[O:45])[O:14][CH2:15][C@@H:16]([N:31]([CH3:44])[C:32]([NH:34][CH2:35][C:36]1[CH:41]=[CH:40][CH:39]=[C:38]([F:42])[C:37]=1[Cl:43])=[O:33])[CH2:17][CH2:18][CH2:19][N:20]1C(=O)C3C(=CC=CC=3)C1=O)=[CH:5]2.NN>CO>[F:1][C:2]1[CH:3]=[C:4]2[C:9](=[CH:10][CH:11]=1)[CH:8]=[N:7][C:6]([NH:12][C:13](=[O:45])[O:14][CH2:15][C@@H:16]([N:31]([CH3:44])[C:32]([NH:34][CH2:35][C:36]1[CH:41]=[CH:40][CH:39]=[C:38]([F:42])[C:37]=1[Cl:43])=[O:33])[CH2:17][CH2:18][CH2:19][NH2:20])=[CH:5]2. Starting materials: FC=1C=C2C=C(N=CC2=CC1)NC(OC[C@H](CCCN1C(C2=CC=CC=C2C1=O)=O)N(C(=O)NCC1=C(C(=CC=C1)F)Cl)C)=O ((S)-2-(3-(2-chloro-3-fluorobenzyl)-1-methylureido)-5-(1,3-dioxoisoindolin-2-yl)pentyl 6-fluoroisoquinolin-3-ylcarbamate), NN (NH2NH2). Product: FC=1C=C2C=C(N=CC2=CC1)NC(OC[C@H](CCCN)N(C(=O)NCC1=C(C(=CC=C1)F)Cl)C)=O ((S)-5-amino-2-(3-(2-chloro-3-fluorobenzyl)-1-methylureido)pentyl 6-fluoroisoquinolin-3-ylcarbamate). Isolated yield 94.2%. Conditions: time 2 hour. Procedure details: To a solution of (S)-2-(3-(2-chloro-3-fluorobenzyl)-1-methylureido)-5-(1,3-dioxoisoindolin-2-yl)pentyl 6-fluoroisoquinolin-3-ylcarbamate (400 mg, 0.64 mmol) in MeOH (10.0 mL) was added NH2NH2 (1.0 mL). The reaction mixture was stirred at RT for 2 h. The mixture was concentrated and re-dissolved in MeOH. The resulting solution was filtered and purified on RP-HPLC using a mixture of acetonitrile and water to give (S)-5-amino-2-(3-(2-chloro-3-fluorobenzyl)-1-methylureido)pentyl 6-fluoroisoquinolin-... The solvent is CO (MeOH).